Dataset: the Open Reaction Database (ORD), a public repository of structured organic reaction records. Task: describe an organic reaction: reactants, conditions, products, and yield Reactants: COC(=O)c1cc([N+](=O)[O-])ccc1OC(F)(F)F, CCO, [Cl-], O, O. Product: COC(=O)c1cc(N)ccc1OC(F)(F)F. Reaction SMILES: [CH3:1][O:2][C:3]([c:4]1[c:5]([O:13][C:14]([F:15])([F:16])[F:17])[cH:6][cH:7][c:8]([N+:10]([O-:11])=[O:12])[cH:9]1)=[O:18].[CH3:22][CH2:23][OH:24].[Cl-:21].[OH2:19].[OH2:20]>>[CH3:1][O:2][C:3]([c:4]1[c:5]([O:13][C:14]([F:15])([F:16])[F:17])[cH:6][cH:7][c:8]([NH2:10])[cH:9]1)=[O:18]. Reactants: [Na] (sodium), ClCC(=O)N (2-chloroacetamide), C1=CC=CC=2C3=CC=CC=C3C(C12)C(=O)O (9H-fluoren-9-carboxylic acid), Cl.CO (HCl MeOH), COC(=O)C1(C2=CC(=CC=C2C=2C=CC(=CC12)F)F)O (2,7-Difluoro-9-hydroxy-9H-fluorene-9-carboxylic acid methyl ester), [OH-].[Na+] (sodium hydroxide). The solvent is CO (methanol). Reaction conditions: time 15 minute. The product is COC(=O)C1C2=CC=CC=C2C=2C=CC=CC12 (9H-fluoren-9-carboxylic acid methyl ester). Reaction SMILES: C1C2C(C(O)=O)C3C(=CC=CC=3)C=2C=CC=1.Cl.CO.[Na].ClCC(N)=O.[CH3:26][O:27][C:28]([C:30]1(O)[C:42]2[CH:41]=[C:40](F)[CH:39]=[CH:38][C:37]=2[C:36]2[C:31]1=[CH:32][C:33](F)=[CH:34][CH:35]=2)=[O:29].[OH-].[Na+]>CO>[CH3:26][O:27][C:28]([CH:30]1[C:31]2[CH:32]=[CH:33][CH:34]=[CH:35][C:36]=2[C:37]2[C:42]1=[CH:41][CH:40]=[CH:39][CH:38]=2)=[O:29] |f:1.2,6.7,^1:19|. Reported procedure: 9H-fluoren-9-carboxylic acid methyl ester (19), which was prepared by refluxing 9H-fluoren-9-carboxylic acid (Aldrich Chemical, Inc.) in HCl/MeOH, (10.0 g, 44.6 mmol) was added to a solution of sodium (1.2 eq, 53.5 mmol, 1.23 g) in 100 mL methanol. After 15 min., 2-chloroacetamide (1.1 eq, 49.1 mmol, 4.59 g) was added and the mixture was allowed to stir at room temperature under nitrogen for two (2) days. The reaction mixture was poured into 400 mL of cold 2.5% w/v aqueous sodium hydroxide and t... The reactants are CSc1ccc(Br)cc1OC1CCCC1, CN(C)C=O, CCCCCC, [Li]CCCC, C1CCOC1. The product is CSc1ccc(C=O)cc1OC1CCCC1. RXN SMILES: [Br:1][c:2]1[cH:3][c:4]([O:10][CH:11]2[CH2:12][CH2:13][CH2:14][CH2:15]2)[c:5]([S:8][CH3:9])[cH:6][cH:7]1.[CH3:21][N:22]([CH:23]=[O:24])[CH3:25].[CH3:31][CH2:32][CH2:33][CH2:34][CH2:35][CH3:36].[Li:16][CH2:17][CH2:18][CH2:19][CH3:20].[O:26]1[CH2:27][CH2:28][CH2:29][CH2:30]1>>[c:2]1([CH:23]=[O:24])[cH:3][c:4]([O:10][CH:11]2[CH2:12][CH2:13][CH2:14][CH2:15]2)[c:5]([S:8][CH3:9])[cH:6][cH:7]1. The reactants are C(C)(C)(C)C=1C(=C(C=C(C1)C)[Si](C)(C)Cl)OC ((3-tert-butyl-2-methoxy-5-methylphenyl)chlorodimethylsilane), C(C)(C)(C)C=1C(=C(C=C(C1)C)[Si](C)(C)Cl)OC ((3-tert-butyl-2-methoxy-5-methylphenyl) chlorodimethylsilane), CC1=C(C(=C(C1[Li])C)C)C (tetramethylcyclopentadienyl lithium). Solvent: O1CCCC1 (tetrahydrofuran). Run at time 10 hour. The product is C(C)(C)(C)C=1C(=C(C=C(C1)C)[Si](C1(C(=C(C(=C1)C)C)C)C)(C)C)OC ((3-tert-butyl-2-methoxy-5-methylphenyl)dimethyl(tetramethylcyclopentadienyl)silane). Reaction SMILES: [C:1]([C:5]1[C:6]([O:16][CH3:17])=[C:7]([Si:12](Cl)([CH3:14])[CH3:13])[CH:8]=[C:9]([CH3:11])[CH:10]=1)([CH3:4])([CH3:3])[CH3:2].[CH3:18][C:19]1[CH:23]([Li])[C:22]([CH3:25])=[C:21]([CH3:26])[C:20]=1[CH3:27]>O1CCCC1>[C:1]([C:5]1[C:6]([O:16][CH3:17])=[C:7]([Si:12]([CH3:14])([CH3:13])[C:22]2([CH3:25])[CH:23]=[C:19]([CH3:18])[C:20]([CH3:27])=[C:21]2[CH3:26])[CH:8]=[C:9]([CH3:11])[CH:10]=1)([CH3:4])([CH3:2])[CH3:3]. Procedure: To a solution consisting of (3-tert-butyl-2-methoxy-5-methylphenyl)chlorodimethylsilane (5.24 g) synthesized in the above described (3) and tetrahydrofuran (50 ml) was added tetramethylcyclopentadienyl lithium (2.73 g) at −35° C., and the mixture was warmed to room temperature during 2 hours and stirred further at room temperature for 10 hours. RXN SMILES: [CH2:1]([CH2:2][CH2:3][CH3:4])[O:5][CH2:6][CH2:7][O:8][c:9]1[cH:10][cH:11][c:12](-[c:15]2[cH:16][cH:17][c:18]3[c:19]([cH:48]2)[CH:20]=[C:21]([C:29](=[O:30])[NH:31][c:32]2[cH:33][cH:34][c:35]([S:38][CH2:39][c:40]4[n:41][cH:42][n:43]([CH2:45][CH2:46][CH3:47])[cH:44]4)[cH:36][cH:37]2)[CH2:22][CH2:23][N:24]3[CH2:25][CH:26]([CH3:27])[CH3:28])[cH:13][cH:14]1.[Cl:60][CH2:61][Cl:62].[OH:49][O:50][C:51]([c:52]1[cH:53][c:54]([Cl:55])[cH:56][cH:57][cH:58]1)=[O:59]>>[CH2:1]([CH2:2][CH2:3][CH3:4])[O:5][CH2:6][CH2:7][O:8][c:9]1[cH:10][cH:11][c:12](-[c:15]2[cH:16][cH:17][c:18]3[c:19]([cH:48]2)[CH:20]=[C:21]([C:29](=[O:30])[NH:31][c:32]2[cH:33][cH:34][c:35]([S:38]([CH2:39][c:40]4[n:41][cH:42][n:43]([CH2:45][CH2:46][CH3:47])[cH:44]4)=[O:49])[cH:36][cH:37]2)[CH2:22][CH2:23][N:24]3[CH2:25][CH:26]([CH3:27])[CH3:28])[cH:13][cH:14]1. Starting materials: CCCCOCCOc1ccc(-c2ccc3c(c2)C=C(C(=O)Nc2ccc(SCc4cn(CCC)cn4)cc2)CCN3CC(C)C)cc1, ClCCl, O=C(OO)c1cccc(Cl)c1. Yields the product CCCCOCCOc1ccc(-c2ccc3c(c2)C=C(C(=O)Nc2ccc(S(=O)Cc4cn(CCC)cn4)cc2)CCN3CC(C)C)cc1. Reactants: title compounds, FC1=CC=C(C=C1)C=1C(=NC=CN1)N1CCNCC1 (3′-(4-fluoro-phenyl)-3,4,5,6-tetrahydro-2H-[1,2′]bipyrazinyl), ClCCCl (DCE), C(C)(=O)O[BH-](OC(C)=O)OC(C)=O.[Na+] (sodium triacetoxyborohydride), FC(C(CN1N=CC(=C1)C=O)O)(F)F (racemic 1-(3,3,3-trifluoro-2-hydroxy-propyl)-1H-pyrazole-4-carbaldehyde). Run at time 18 hour. The product is Cl.FC(C(CN1N=CC(=C1)CN1CCN(CC1)C1=NC=CN=C1C1=CC=C(C=C1)F)O)(F)F (1,1,1-Trifluoro-3-{4-[3′-(4-fluoro-phenyl)-2,3,5,6-tetrahydro-[1,2′]bipyrazinyl-4-ylmethyl]-pyrazol-1-yl}-propan-2-ol hydrochloride). RXN SMILES: [F:1][C:2]1[CH:7]=[CH:6][C:5]([C:8]2[C:9]([N:14]3[CH2:19][CH2:18][NH:17][CH2:16][CH2:15]3)=[N:10][CH:11]=[CH:12][N:13]=2)=[CH:4][CH:3]=1.[F:20][C:21]([F:33])([F:32])[CH:22]([OH:31])[CH2:23][N:24]1[CH:28]=[C:27]([CH:29]=O)[CH:26]=[N:25]1.C(O[BH-](OC(=O)C)OC(=O)C)(=O)C.[Na+].[Cl:48]CCCl>>[ClH:48].[F:33][C:21]([F:20])([F:32])[CH:22]([OH:31])[CH2:23][N:24]1[CH:28]=[C:27]([CH2:29][N:17]2[CH2:16][CH2:15][N:14]([C:9]3[C:8]([C:5]4[CH:6]=[CH:7][C:2]([F:1])=[CH:3][CH:4]=4)=[N:13][CH:12]=[CH:11][N:10]=3)[CH2:19][CH2:18]2)[CH:26]=[N:25]1 |f:2.3,5.6|. Procedure details: Dissolve 3′-(4-fluoro-phenyl)-3,4,5,6-tetrahydro-2H-[1,2′]bipyrazinyl (0.143 g, 0.554 mmol) in DCE (5 mL). Add racemic 1-(3,3,3-trifluoro-2-hydroxy-propyl)-1H-pyrazole-4-carbaldehyde (0.236 g, 1.13 mmol) followed by sodium triacetoxyborohydride (0.235 g, 1.11 mmol) and stir at room temperature for 18 hr. Purify via SCX chromatography, followed by silica gel chromatography (eluting with 100:0 to 0:100 hexanes:ethyl acetate then 3:97 methanol:ethyl acetate), to give a racemic mixture of the free b... Starting materials: C(C)(C)N(C(C)C)CC (N,N-diisopropylethylamine), C1(=CC=CC=C1)S(=O)[O-].[Na+] (sodium benzenesulfinate), C(C)(C)(C)OC(=O)N1C2C(CC1)C=1C=C(C=CC1OC2)I (tert-butyl-8-iodo-1,3a,4,9b-tetrahydrochromeno[3,4-b]pyrrole-3(2H)-carboxylate), CN(CCN)C (N,N-dimethyl-1,2-ethanediamine). Reagents/catalysts: [Cu]I (Copper(I) iodide). Solvent: CS(=O)C (DMSO), O (water). Reaction conditions: time 10 minute. Yields the product C1(=CC=CC=C1)S(=O)(=O)C1=CC2=C(C=C1)OCC1NCCC12 (8-(phenylsulfonyl)-1,2,3,3a,4,9b-hexahydrochromeno[3,4-b]pyrrole). Isolated yield 83.7%. As a reaction SMILES: CN(C)CCN.C(N(CC)C(C)C)(C)C.[C:16]1([S:22]([O-:24])=[O:23])[CH:21]=[CH:20][CH:19]=[CH:18][CH:17]=1.[Na+].C(OC([N:33]1[CH2:37][CH2:36][CH:35]2[C:38]3[CH:39]=[C:40](I)[CH:41]=[CH:42][C:43]=3[O:44][CH2:45][CH:34]12)=O)(C)(C)C>CS(C)=O.[Cu]I.O>[C:16]1([S:22]([C:40]2[CH:41]=[CH:42][C:43]3[O:44][CH2:45][CH:34]4[CH:35]([C:38]=3[CH:39]=2)[CH2:36][CH2:37][NH:33]4)(=[O:24])=[O:23])[CH:21]=[CH:20][CH:19]=[CH:18][CH:17]=1 |f:2.3|. Reported procedure: Copper(I) iodide (19 mg, 0.10 mmol) was added to a stirring solution of N,N-dimethyl-1,2-ethanediamine (21 μL, 0.20 mmol) in DMSO (2 mL). The reaction was stirred at RT for 10 minutes. N,N-diisopropylethylamine (130 μL, 0.75 mmol), sodium benzenesulfinate (245 mg, 1.5 mmol) and tert-butyl-8-iodo-1,3a,4,9b-tetrahydrochromeno[3,4-b]pyrrole-3(2H)-carboxylate (P05, enantiomer 1,200 mg, 0.5 mmol) were then added sequentially. The reaction was stirred at 100° C. for 18 h. After cooling to RT, water (2... Starting materials: FC1=CC=C(CN2C(=O)N(C(=O)C=C2NN)CCC)C=C1 (1-(4-fluorobenzyl)-6-hydrazino-3-propyluracil), CN=C=S (methyl isothiocyanate), CO (methanol). Solvent: CN(C)C=O (DMF). The product is FC1=CC=C(CN2C(N(C(C3=C2NN=C3NC)=O)CCC)=O)C=C1 (7-(4-Fluorobenzyl)-3-methylamino-5-propylpyrazolo[3,4-d]pyrimidine-4,6(5H,7H)-dione). Isolated yield 36.0%. Reaction SMILES: [F:1][C:2]1[CH:21]=[CH:20][C:5]([CH2:6][N:7]2[C:14]([NH:15][NH2:16])=[CH:13][C:11](=[O:12])[N:10]([CH2:17][CH2:18][CH3:19])[C:8]2=[O:9])=[CH:4][CH:3]=1.[CH3:22][N:23]=[C:24]=S.CO>CN(C=O)C>[F:1][C:2]1[CH:3]=[CH:4][C:5]([CH2:6][N:7]2[C:14]3[NH:15][N:16]=[C:22]([NH:23][CH3:24])[C:13]=3[C:11](=[O:12])[N:10]([CH2:17][CH2:18][CH3:19])[C:8]2=[O:9])=[CH:20][CH:21]=1. Procedure: A solution of 1-(4-fluorobenzyl)-6-hydrazino-3-propyluracil (1.5 g, 5.1 mM) and methyl isothiocyanate (1.2 ml, 17 mM) in DMF (20 ml) was heated at 120° C. for 24 hours. To the solution was added 50% methanol (10 ml) and the mixture was cooled to give crystals. Recrystallization from DMF/methanol/water gave pale yellow crystals (0.62 g, 36%), m.p. 262°-265° C.